This data is from the Open Reaction Database (ORD), a public repository of structured organic reaction records. The task is: describe an organic reaction: reactants, conditions, products, and yield The reactants are OC1=C(C2=C(C(CCO2)=O)C=C1)CCC (2,3-dihydro-7-hydroxy-8-propyl-4H-1-benzopyran-4-one), C(C)OC(=O)C=1OC2=C(C1)C=C(C=C2)OCCCCCBr (5-[(5-bromopentyl)oxy]-2-benzofurancarboxylic acid ethyl ester). Yields the product O=C1CCOC2=C1C=CC(=C2CCC)OCCCCCOC=2C=CC1=C(C=C(O1)C(=O)O)C2 (5-[5-[(3,4-Dihydro-4-oxo-8-propyl-2H-1-benzopyran-7-yl)oxy]pentyloxy]-2-benzofurancarboxylic Acid). Reaction SMILES: [OH:1][C:2]1[CH:12]=[CH:11][C:5]2[C:6](=[O:10])[CH2:7][CH2:8][O:9][C:4]=2[C:3]=1[CH2:13][CH2:14][CH3:15].C([O:18][C:19]([C:21]1[O:22][C:23]2[CH:29]=[CH:28][C:27]([O:30][CH2:31][CH2:32][CH2:33][CH2:34][CH2:35]Br)=[CH:26][C:24]=2[CH:25]=1)=[O:20])C>>[O:10]=[C:6]1[C:5]2[CH:11]=[CH:12][C:2]([O:1][CH2:35][CH2:34][CH2:33][CH2:32][CH2:31][O:30][C:27]3[CH:28]=[CH:29][C:23]4[O:22][C:21]([C:19]([OH:20])=[O:18])=[CH:25][C:24]=4[CH:26]=3)=[C:3]([CH2:13][CH2:14][CH3:15])[C:4]=2[O:9][CH2:8][CH2:7]1. Reported procedure: Starting with 0.207 g (1.00 mmol) of 2,3-dihydro-7-hydroxy-8-propyl-4H-1-benzopyran-4-one, and 0.355 g (1.00 mmol) of 5-[(5-bromopentyl)oxy]-2-benzofurancarboxylic acid ethyl ester, there was obtained 0.093 g (20.5%) of the title compound as an off-white solid, mp 192°-195° C. (recrystallized from hexane-ethyl acetate), using the procedure of example 22. Reaction conditions: time 3 hour. Solvent: N1=CC=CC=C1 (pyridine). Reactants: OC1=C(C=O)C=CC(=C1)N1CCOCC1 (2-hydroxy-4-morpholin-4-yl-benzaldehyde), O.NN (hydrazine hydrate). Product: N(N)=CC1=C(C=C(C=C1)N1CCOCC1)O (2-Hydrazonomethyl-5-morpholin-4-yl-phenol). Procedure: A solution of 2-hydroxy-4-morpholin-4-yl-benzaldehyde (0.135 g, 0.65 mmol) in pyridine (5 mL) was treated with hydrazine hydrate (33 mg, 0.65 mmol) and stirred for 3 h at room temperature. The reaction mixture was concentrated in vacuo and the residue was partitioned between EtOAc and 5% sodium bicarbonate. The organic layer was dried over Na2SO4 and concentrated in vacuo to afford the product as a pale yellow solid (96 mg, 67%) The yield is 66.8%. Reaction SMILES: [OH:1][C:2]1[CH:9]=[C:8]([N:10]2[CH2:15][CH2:14][O:13][CH2:12][CH2:11]2)[CH:7]=[CH:6][C:3]=1[CH:4]=O.O.[NH2:17][NH2:18]>N1C=CC=CC=1>[N:17](=[CH:4][C:3]1[CH:6]=[CH:7][C:8]([N:10]2[CH2:15][CH2:14][O:13][CH2:12][CH2:11]2)=[CH:9][C:2]=1[OH:1])[NH2:18] |f:1.2|. Yield: 93.9%. Run in C=1(C(=CC=CC1)C)C (xylene). The product is [I-].C(CCCCC)[P+](C1=CC=CC=C1)(C1=CC=CC=C1)C1=CC=CC=C1 (n-hexyltriphenylphosphonium iodide). Procedure: A mixture of 28.82 g of triphenylphosphine, 21.2 g of 1-iodo-hexane and 200 ml of xylene was refluxed for 5 hours and then was cooled. The solvent was decanted and the gummy residue was triturated with ether and dried at 90° to 100° C. under reduced pressure to obtain 44.53 g of n-hexyltriphenylphosphonium iodide melting at 106° C. Reaction SMILES: [C:1]1([P:7]([C:14]2[CH:19]=[CH:18][CH:17]=[CH:16][CH:15]=2)[C:8]2[CH:13]=[CH:12][CH:11]=[CH:10][CH:9]=2)[CH:6]=[CH:5][CH:4]=[CH:3][CH:2]=1.[I:20][CH2:21][CH2:22][CH2:23][CH2:24][CH2:25][CH3:26]>C1(C)C(C)=CC=CC=1>[I-:20].[CH2:21]([P+:7]([C:1]1[CH:2]=[CH:3][CH:4]=[CH:5][CH:6]=1)([C:8]1[CH:13]=[CH:12][CH:11]=[CH:10][CH:9]=1)[C:14]1[CH:15]=[CH:16][CH:17]=[CH:18][CH:19]=1)[CH2:22][CH2:23][CH2:24][CH2:25][CH3:26] |f:3.4|. Starting materials: C1(=CC=CC=C1)P(C1=CC=CC=C1)C1=CC=CC=C1 (triphenylphosphine), ICCCCCC (1-iodo-hexane). Reactants: C1(=CC=CC=C1)P(C1=CC=CC=C1)C1=CC=CC=C1 (triphenylphosphine), BrC(Br)(Br)Br (perbromomethane), C1(=CC=CC=C1)P(C1=CC=CC=C1)C1=CC=CC=C1 (Triphenylphosphine), BrC(Br)(Br)Br (perbromomethane), FC=1C=C(C=CC1)C1=C(OC(C2=CC=CC=C12)=O)CO (4-(3-fluorophenyl)-3-(hydroxymethyl)-1H-isochromen-1-one), FC=1C=C(C=CC1)C1=C(OC(C2=CC=CC=C12)=O)CO (4-(3-fluorophenyl)-3-(hydroxymethyl)-1H-isochromen-1-one). Run in CO (MeOH), C(Cl)Cl (DCM). Conditions: time 8 hour. Product: BrCC=1OC(C2=CC=CC=C2C1C1=CC(=CC=C1)F)=O (3-(Bromomethyl)-4-(3-fluorophenyl)-1H-isochromen-1-one). Yield: 59.5%. Reaction SMILES: C1(P(C2C=CC=CC=2)C2C=CC=CC=2)C=CC=CC=1.Br[C:21]([Br:24])(Br)Br.[F:25][C:26]1[CH:27]=[C:28]([C:32]2[C:41]3[C:36](=[CH:37][CH:38]=[CH:39][CH:40]=3)[C:35](=[O:42])[O:34][C:33]=2CO)[CH:29]=[CH:30][CH:31]=1>C(Cl)Cl.CO>[Br:24][CH2:21][C:33]1[O:34][C:35](=[O:42])[C:36]2[C:41]([C:32]=1[C:28]1[CH:29]=[CH:30][CH:31]=[C:26]([F:25])[CH:27]=1)=[CH:40][CH:39]=[CH:38][CH:37]=2. Procedure: Triphenylphosphine (265 mg, 1.01 mmol) and perbromomethane (335 mg, 1.010 mmol) were added to a solution of 4-(3-fluorophenyl)-3-(hydroxymethyl)-1H-isochromen-1-one (intermediate B3, 210 mg, 0.777 mmol) in DCM (6.5 ml) and the mixture was stirred overnight at RT. Further triphenylphosphine (265 mg, 1.010 mmol) and perbromomethane (335 mg, 1.01 mmol) were then added and left on stirring at RT for 6 hrs. The reaction was then diluted with MeOH (1 ml) and straightforward purified on 50 g Biotage si... Starting materials: CN(C1=CC=C(C=O)C=C1)C (4-(Dimethylamino)benzaldehyde), [C@@H]1(CCCC2=CC=CC=C12)N ((1S)-1,2,3,4-tetrahydro-1-naphthalenylamine). Product: CN(C1=CC=C(CN[C@H]2CCCC3=CC=CC=C23)C=C1)C (N-[4-(dimethylamino)benzyl]-N-[(1S)-1,2,3,4-tetrahydro-1-naphthalenyl]amine). RXN SMILES: [CH3:1][N:2]([CH3:11])[C:3]1[CH:10]=[CH:9][C:6]([CH:7]=O)=[CH:5][CH:4]=1.[C@@H:12]1([NH2:22])[C:21]2[C:16](=[CH:17][CH:18]=[CH:19][CH:20]=2)[CH2:15][CH2:14][CH2:13]1>>[CH3:1][N:2]([CH3:11])[C:3]1[CH:10]=[CH:9][C:6]([CH2:7][NH:22][C@@H:12]2[C:21]3[C:16](=[CH:17][CH:18]=[CH:19][CH:20]=3)[CH2:15][CH2:14][CH2:13]2)=[CH:5][CH:4]=1. Procedure details: 4-(Dimethylamino)benzaldehyde and (1S)-1,2,3,4-tetrahydro-1-naphthalenylamine were processed as described in Example 1A to provide the title compound. The reactants are C(C)(=O)OCC1=NC=CC(=C1C)OCCCC (2-acetoxymethyl-3-methyl-4-butoxy-pyridine), aqueous solution, [OH-].[Na+] (sodium hydroxide). Run in C1(=CC=CC=C1)C (toluene). Yields the product OCC1=NC=CC(=C1C)OCCCC (2-hydroxymethyl-3-methyl-4-butoxy-pyridine). The yield is 75.3%. Reaction SMILES: C([O:4][CH2:5][C:6]1[C:11]([CH3:12])=[C:10]([O:13][CH2:14][CH2:15][CH2:16][CH3:17])[CH:9]=[CH:8][N:7]=1)(=O)C.[OH-].[Na+]>C1(C)C=CC=CC=1>[OH:4][CH2:5][C:6]1[C:11]([CH3:12])=[C:10]([O:13][CH2:14][CH2:15][CH2:16][CH3:17])[CH:9]=[CH:8][N:7]=1 |f:1.2|. Procedure: 13.4 g of 2-acetoxymethyl-3-methyl-4-butoxy-pyridine was added dropwise to a 25% aqueous solution of sodium hydroxide, and the mixture was allowed to react for one hour at room temperature. The mixture was diluted with toluene, and then the toluene phase was washed with water, dried over anhydrous magnesium sulfate, and then concentrated to dryness, to obtain 8.3 g of 2-hydroxymethyl-3-methyl-4-butoxy-pyridine as an oily matter.